describe an organic reaction: reactants, conditions, products, and yield From a dataset of the Open Reaction Database (ORD), a public repository of structured organic reaction records. The reactants are Brc1cccc2cnccc12, ClCCl, O=C(OO)c1cccc(Cl)c1. Product: [O-][n+]1ccc2c(Br)cccc2c1. RXN SMILES: [Br:1][c:2]1[c:3]2[cH:4][cH:5][n:6][cH:7][c:8]2[cH:9][cH:10][cH:11]1.[Cl:23][CH2:24][Cl:25].[OH:12][O:13][C:14]([c:15]1[cH:16][c:17]([Cl:18])[cH:19][cH:20][cH:21]1)=[O:22]>>[Br:1][c:2]1[c:3]2[cH:4][cH:5][n+:6]([O-:12])[cH:7][c:8]2[cH:9][cH:10][cH:11]1. Yields the product CC(=O)C(=O)NC(CC(C)C)C(=O)O[Si](C)(C)C. Starting materials: CC(=O)C(=O)Cl, CC(C)CC(N)C(=O)O[Si](C)(C)C, Cl. RXN SMILES: [C:1]([C:2](=[O:3])[CH3:4])(=[O:5])[Cl:6].[CH3:8][Si:9]([CH3:10])([CH3:11])[O:12][C:13]([CH:14]([NH2:15])[CH2:16][CH:17]([CH3:18])[CH3:19])=[O:20].[ClH:7]>>[C:1]([C:2](=[O:3])[CH3:4])(=[O:5])[NH:15][CH:14]([C:13]([O:12][Si:9]([CH3:8])([CH3:10])[CH3:11])=[O:20])[CH2:16][CH:17]([CH3:18])[CH3:19]. Starting materials: [Mg] (Magnesium), [N+](=O)([O-])C=1C=C(C(=O)Cl)C=CC1 (m-nitrobenzoyl chloride), C(CCC)[Mg] (n-butylmagnesium), [Cl-].[NH4+] (ammonium chloride), Grignard reagent, N1C=CC2=CC=CC=C12 (indole), acid chloride. The solvent is C1(=CC=CC=C1)C (toluene), C(C)N(CC)CC (triethylamine), C1(=CC=CC=C1)C (toluene), C1(=CC=CC=C1)C (toluene), C1(=CC=CC=C1)C (toluene), C1(=CC=CC=C1)C (toluene). Run at temperature 37.5 celsius, time 1 hour. Product: [N+](=O)([O-])C=1C=C(C(=O)C2=CNC3=CC=CC=C23)C=CC1 (3-m-nitrobenzoylindole). The yield is 80.3%. RXN SMILES: [Mg].C([Mg])CCC.[NH:7]1[C:15]2[C:10](=[CH:11][CH:12]=[CH:13][CH:14]=2)[CH:9]=[CH:8]1.[N+:16]([C:19]1[CH:20]=[C:21]([CH:25]=[CH:26][CH:27]=1)[C:22](Cl)=[O:23])([O-:18])=[O:17].[Cl-].[NH4+]>C1(C)C=CC=CC=1.C(N(CC)CC)C>[N+:16]([C:19]1[CH:20]=[C:21]([CH:25]=[CH:26][CH:27]=1)[C:22]([C:9]1[C:10]2[C:15](=[CH:14][CH:13]=[CH:12][CH:11]=2)[NH:7][CH:8]=1)=[O:23])([O-:18])=[O:17] |f:4.5|. Procedure: Magnesium (2.08 g), toluene (40 ml), triethylamine (10.4 g) were put into a 3″ diameter flask, and the internal temperature was raised to 30 to 45° C. A solution of 1-iodebutane (18.9 g) in toluene was added under stirring at an internal temperature of 30 to 45° C. After stirring for two hours at the same temperature, the temperature was lowered to 0 to 5° C., thereby preparing a solution of iode n-butylmagnesium in toluene. To this prepared Grignard reagent, indole (10.0 g) dissolved beforehand... Starting materials: C(#N)C1=CC=C(NC(C2=CC=C(C=C2)C=O)=O)C=C1 (4′-cyano-4-formylbenzanilide), FC1=C(C=CC(=C1)F)[C@]([C@H](CC(CO)CO)C)(CN1N=CN=C1)O ((4S,5R)-5-(2,4-difluorophenyl)-2-(hydroxymethyl)-4-methyl-6-(1H-1,2,4-triazol-1-yl)-1,5-hexanediol), O.C1(=CC=C(C=C1)S(=O)(=O)O)C (p-toluenesulfonic acid monohydrate). Yields the product C(#N)C1=CC=C(NC(C2=CC=C(C=C2)[C@@H]2OC[C@H](CO2)C[C@@H]([C@@](CN2N=CN=C2)(O)C2=C(C=C(C=C2)F)F)C)=O)C=C1 (4′-Cyano-4-[trans-5-[(2S,3R)-3-(2,4-difluorophenyl)-3-hydroxy-2-methyl-4-(1H-1,2,4-triazol-1-yl)butyl]-1,3-dioxan-2-yl]benzanilide). The yield is 60.1%. RXN SMILES: [C:1]([C:3]1[CH:19]=[CH:18][C:6]([NH:7][C:8](=[O:17])[C:9]2[CH:14]=[CH:13][C:12]([CH:15]=[O:16])=[CH:11][CH:10]=2)=[CH:5][CH:4]=1)#[N:2].[F:20][C:21]1[CH:26]=[C:25]([F:27])[CH:24]=[CH:23][C:22]=1[C@@:28]([OH:43])([CH2:37][N:38]1[CH:42]=[N:41][CH:40]=[N:39]1)[C@@H:29]([CH3:36])[CH2:30][CH:31]([CH2:34]O)[CH2:32][OH:33].O.C1(C)C=CC(S(O)(=O)=O)=CC=1>>[C:1]([C:3]1[CH:19]=[CH:18][C:6]([NH:7][C:8](=[O:17])[C:9]2[CH:14]=[CH:13][C:12]([C@H:15]3[O:33][CH2:32][C@H:31]([CH2:30][C@H:29]([CH3:36])[C@:28]([C:22]4[CH:23]=[CH:24][C:25]([F:27])=[CH:26][C:21]=4[F:20])([OH:43])[CH2:37][N:38]4[CH:42]=[N:41][CH:40]=[N:39]4)[CH2:34][O:16]3)=[CH:11][CH:10]=2)=[CH:5][CH:4]=1)#[N:2] |f:2.3|. Procedure: In the same manner as described in Example 1(2), a reaction was carried out using 4′-cyano-4-formylbenzanilide (78 mg, 0.31 mmol) obtained in Example 2(1), (4S,5R)-5-(2,4-difluorophenyl)-2-(hydroxymethyl)-4-methyl-6-(1H-1,2,4-triazol-1-yl)-1,5-hexanediol (disclosed in Japanese Patent Application Publication No. Hei-11-80135: 100 mg, 0.29 mmol) and p-toluenesulfonic acid monohydrate (99 mg, 0.52 mmol) and the reaction mixture was treated using a similar procedure to that described in Example 1(2)... Reactants: C(C1=CC=CC=C1)C1=C(C=C2C=C(C(OC2=C1)C(F)(F)F)C(=O)O)C (7-benzyl-6-methyl-2-(trifluoromethyl)-2H-chromene-3-carboxylic acid), 3F, 3F, C19H14F3O3, C1(=CC=CC2=CC=CC=C12)[C@@H](C)N ((R)-(+)-1-(1-naphthyl)ethylamine). Product: C(C1=CC=CC=C1)C1=C(C=C2C=C([C@@H](OC2=C1)C(F)(F)F)C(=O)O)C ((2R)-7-benzyl-6-methyl-2-(trifluoromethyl)-2H-chromene-3-carboxylic acid). RXN SMILES: [CH2:1]([C:8]1[CH:17]=[C:16]2[C:11]([CH:12]=[C:13]([C:22]([OH:24])=[O:23])[CH:14]([C:18]([F:21])([F:20])[F:19])[O:15]2)=[CH:10][C:9]=1[CH3:25])[C:2]1[CH:7]=[CH:6][CH:5]=[CH:4][CH:3]=1.C1([C@H](N)C)C2C(=CC=CC=2)C=CC=1>>[CH2:1]([C:8]1[CH:17]=[C:16]2[C:11]([CH:12]=[C:13]([C:22]([OH:24])=[O:23])[C@H:14]([C:18]([F:19])([F:20])[F:21])[O:15]2)=[CH:10][C:9]=1[CH3:25])[C:2]1[CH:7]=[CH:6][CH:5]=[CH:4][CH:3]=1. Reported procedure: A racemic mixture of the compound prepared in Example 42a, Step 2 was chirally resolved using the same protocol as for Example 609e, Step 1, R-enantiomer was identified as peak 1 with retention time 5.45 min: ESHRMS m/z 347.0875 (M−H, C19H14F3O3 Calc'd 347.0890). 1HNMR (DMSO-d6/400 MHz) 13.19 (brs, 1H), 7.74 (s, 1H), 7.11-7.27 (m, 6H), 6.74 (q, 1H, J=7.1 Hz), 3.91 (s, 2H), 2.11 (s, 3H). R-isomer: 19FNMR (d6-benzene; 6 eq of (R)-(+)-1-(1-naphthyl)ethylamine) d −77.76 (d, 3F, J=6.8 Hz, R-enantiome... The reactants are BrCc1ccccc1, C1CCOC1, [H-], [Na+], O, CC(C)(C)OC(=O)NC1CCC(CO)C1. The product is CC(C)(C)OC(=O)NC1CCC(COCc2ccccc2)C1. Reaction SMILES: [Br:18][CH2:19][c:20]1[cH:21][cH:22][cH:23][cH:24][cH:25]1.[CH2:27]1[O:28][CH2:29][CH2:30][CH2:31]1.[H-:16].[Na+:17].[OH2:26].[OH:1][CH2:2][CH:3]1[CH2:4][CH:5]([NH:8][C:9]([O:10][C:11]([CH3:12])([CH3:13])[CH3:14])=[O:15])[CH2:6][CH2:7]1>>[O:1]([CH2:2][CH:3]1[CH2:4][CH:5]([NH:8][C:9]([O:10][C:11]([CH3:12])([CH3:13])[CH3:14])=[O:15])[CH2:6][CH2:7]1)[CH2:19][c:20]1[cH:21][cH:22][cH:23][cH:24][cH:25]1. The reactants are CCCCc1nc2ccc(C3=NNC(=O)CC3)cc2n1Cc1ccc(-c2ccccc2C(=O)OC)cc1, CCO, [Na+], [OH-]. Yields the product CCCCc1nc2ccc(C3=NNC(=O)CC3)cc2n1Cc1ccc(-c2ccccc2C(=O)O)cc1. RXN SMILES: [CH2:1]([CH2:2][CH2:3][CH3:4])[c:5]1[n:6][c:7]2[c:8]([n:9]1[CH2:10][c:11]1[cH:12][cH:13][c:14](-[c:17]3[c:18]([C:23](=[O:24])[O:25][CH3:26])[cH:19][cH:20][cH:21][cH:22]3)[cH:15][cH:16]1)[cH:27][c:28]([C:31]1=[N:36][NH:35][C:34](=[O:37])[CH2:33][CH2:32]1)[cH:29][cH:30]2.[CH3:40][CH2:41][OH:42].[Na+:39].[OH-:38]>>[CH2:1]([CH2:2][CH2:3][CH3:4])[c:5]1[n:6][c:7]2[c:8]([n:9]1[CH2:10][c:11]1[cH:12][cH:13][c:14](-[c:17]3[c:18]([C:23](=[O:24])[OH:25])[cH:19][cH:20][cH:21][cH:22]3)[cH:15][cH:16]1)[cH:27][c:28]([C:31]1=[N:36][NH:35][C:34](=[O:37])[CH2:33][CH2:32]1)[cH:29][cH:30]2. Starting materials: FC(F)(F)SC1=CC=C(C=C1)O (4-(trifluoromethylsulfanyl)phenol), C(=O)([O-])[O-].[Cs+].[Cs+] (Cs2CO3), C(C)(=O)OCC (ethyl acetate). Solvent: CN(C)C=O (DMF). Run at temperature 50 celsius, time 2 hour. Yields the product FC(F)(F)SC1=CC=C(C=C1)OCC=C (allyl 4-(trifluoromethylsulfanyl)phenyl ether). Reaction SMILES: [F:1][C:2]([S:5][C:6]1[CH:11]=[CH:10][C:9]([OH:12])=[CH:8][CH:7]=1)([F:4])[F:3].[C:13]([O-])([O-])=O.[Cs+].[Cs+].C(O[CH2:23][CH3:24])(=O)C>CN(C=O)C>[F:1][C:2]([S:5][C:6]1[CH:11]=[CH:10][C:9]([O:12][CH2:13][CH:23]=[CH2:24])=[CH:8][CH:7]=1)([F:4])[F:3] |f:1.2.3|. Procedure: A mixture of 4-(trifluoromethylsulfanyl)phenol (1.9 g, 10 mmol), allyl brimide (1.8 g, 15 mmol) and Cs2CO3 (6.5 g, 20 mmol) in DMF, 80 mL) was stirred for 2 hrs at 50° C. The reaction was diluted with ethyl acetate and washed with water. The organic phase was dried and concentrated to give essentially pure allyl 4-(trifluoromethylsulfanyl)phenyl ether.